This data is from the Open Reaction Database (ORD), a public repository of structured organic reaction records. The task is: describe an organic reaction: reactants, conditions, products, and yield Reactants: [OH-].[K+] (potassium hydroxide), chlorohydrin, ClC[C@@H](CCCCC=C)O ((R)-8-chloro-7-hydroxy-oct-1-ene), [OH-].[K+] (potassium hydroxide), FC(OC(C(F)(F)F)(OC(C(F)(F)F)(OC(CO)(F)F)F)F)(F)F (2-(trifluoromethoxy(tetrafluoroethoxy)tetrafluoroethoxy)-2,2-difluoroethanol), 464, O1C[C@H]1CCCCC=C ((R)-1,2-epoxy-7-octene), FC(OC(C(F)(F)F)(OC(C(F)(F)F)(OC(CO)(F)F)F)F)(F)F (2-(trifluoromethoxy(tetrafluoroethoxy)tetrafluoroethoxy)-2,2-difluoroethanol). Solvent: O (Water), COCCOC (1,2-dimethoxyethane). Run at temperature 45 celsius, time 1 hour. Yields the product FC(OC(C(F)(F)F)(OC(C(F)(F)F)(OC(COC(=C)CCCCC(C)O)(F)F)F)F)(F)F (2-(2-(trifluoromethoxy(tetrafluoroethoxy)tetrafluoroethoxy)-2,2-difluoroethoxy)-7-hydroxyoct-1-ene). As a reaction SMILES: [O:1]1[C@H:3]([CH2:4][CH2:5][CH2:6][CH2:7][CH:8]=[CH2:9])[CH2:2]1.[F:10][C:11]([F:33])([F:32])[O:12][C:13]([F:31])([O:18][C:19]([F:30])([O:24][C:25]([F:29])([F:28])[CH2:26][OH:27])[C:20]([F:23])([F:22])[F:21])[C:14]([F:17])([F:16])[F:15].ClC[C@H](O)CCCCC=C.[OH-].[K+]>O.COCCOC>[F:10][C:11]([F:32])([F:33])[O:12][C:13]([F:31])([O:18][C:19]([F:30])([O:24][C:25]([F:29])([F:28])[CH2:26][O:27][C:8]([CH2:7][CH2:6][CH2:5][CH2:4][CH:3]([OH:1])[CH3:2])=[CH2:9])[C:20]([F:22])([F:21])[F:23])[C:14]([F:17])([F:16])[F:15] |f:3.4|. Procedure details: This chlorohydrin was converted in situ to (R)-1,2-epoxy-7-octene and reacted with 2-(2-(2-(trifluoromethoxy(tetrafluoroethoxy)tetrafluoroethoxy)-2,2-difluoroethanol using the following procedure: (R)-8-chloro-7-hydroxy-oct-1-ene (100 g, 0.61 mol), aqueous potassium hydroxide (45 mL of 45 wt.%), 2-(2-(2-(trifluoromethoxy(tetrafluoroethoxy)tetrafluoroethoxy)-2,2-difluoroethanol (291 g, 0.733 mol), Adogen™ 464 (60 g), and 1,2-dimethoxyethane (60 mL) were added to a one liter flask fitted with a me...